This data is from the Open Reaction Database (ORD), a public repository of structured organic reaction records. The task is: describe an organic reaction: reactants, conditions, products, and yield The reactants are CC(=O)OC(C)(C)C, C1CCOC1, C[Si](C)(C)[N-][Si](C)(C)C, COC(=O)c1cnc(NC(=O)C(C)(C)C)cn1, [Li+], O=C(O)CC(O)(CC(=O)O)C(=O)O. The product is CC(C)(C)OC(=O)CC(=O)c1cnc(NC(=O)C(C)(C)C)cn1. Reaction SMILES: [C:1]([CH3:2])(=[O:3])[O:4][C:5]([CH3:6])([CH3:7])[CH3:8].[CH2:49]1[O:50][CH2:51][CH2:52][CH2:53]1.[CH3:26][Si:27]([N-:28][Si:29]([CH3:30])([CH3:31])[CH3:32])([CH3:33])[CH3:34].[CH3:9][O:10][C:11](=[O:12])[c:13]1[n:14][cH:15][c:16]([NH:19][C:20]([C:21]([CH3:22])([CH3:23])[CH3:24])=[O:25])[n:17][cH:18]1.[Li+:35].[OH:36][C:37]([CH2:38][C:39]([C:40](=[O:41])[OH:42])([CH2:43][C:44](=[O:45])[OH:46])[OH:47])=[O:48]>>[C:1]([CH2:2][C:11](=[O:10])[c:13]1[n:14][cH:15][c:16]([NH:19][C:20]([C:21]([CH3:22])([CH3:23])[CH3:24])=[O:25])[n:17][cH:18]1)(=[O:3])[O:4][C:5]([CH3:6])([CH3:7])[CH3:8]. Reactants: N1(CCCC2=CC=CC=C12)C1=C(C=CC=C1)NC=O (N-[2-(1,2,3,4-tetrahydro-1-quinolinyl)phenyl]formamide), P(=O)(Cl)(Cl)Cl (phosphorus oxychloride), initial solution. The solvent is C1(=CC=CC=C1)C (toluene). Reaction conditions: time 8 hour. Yields the product C1CCC2=CC=CC3=C2N1C1=C(N=C3)C=CC=C1 (2,3-Dihydro-1H-quino[1,8-ab][1,5]benzodiazepine). Isolated yield 29.9%. As a reaction SMILES: [N:1]1([C:11]2[CH:16]=[CH:15][CH:14]=[CH:13][C:12]=2[NH:17][CH:18]=O)[C:10]2[C:5](=[CH:6][CH:7]=[CH:8][CH:9]=2)[CH2:4][CH2:3][CH2:2]1.P(Cl)(Cl)(Cl)=O>C1(C)C=CC=CC=1>[CH2:2]1[N:1]2[C:11]3[CH:16]=[CH:15][CH:14]=[CH:13][C:12]=3[N:17]=[CH:18][C:9]3=[C:10]2[C:5](=[CH:6][CH:7]=[CH:8]3)[CH2:4][CH2:3]1. Procedure details: To a stirred solution of 32.8 g of N-[2-(1,2,3,4-tetrahydro-1-quinolinyl)phenyl]formamide in 500 ml of dry toluene was added 99.6 g of phosphorus oxychloride. The initial solution was heated under nitrogen for 5 hours at 75° and thereafter stirred at room temperature overnight. The solvent and excess phosphorus oxychloride were removed at aspirator pressure with mild heating. The residue was washed twice with ether and twice with hexane to remove traces of phosphorus oxychloride. The residue was... The reactants are C=CCBr, C=CC(O)(C(=O)OCC)C(F)(F)F, C1CCOC1, CCCC[N+](CCCC)(CCCC)CCCC, [H-], [I-], [Na+]. Yields the product C=CCOC(C=C)(C(=O)OCC)C(F)(F)F. RXN SMILES: [CH2:16]([CH:17]=[CH2:18])[Br:19].[CH2:1]([CH3:2])[O:3][C:4]([C:5]([CH:6]=[CH2:7])([C:8]([F:9])([F:10])[F:11])[OH:12])=[O:13].[CH2:20]1[O:21][CH2:22][CH2:23][CH2:24]1.[CH2:26]([N+:27]([CH2:28][CH2:29][CH2:30][CH3:31])([CH2:32][CH2:33][CH2:34][CH3:35])[CH2:36][CH2:37][CH2:38][CH3:39])[CH2:40][CH2:41][CH3:42].[H-:14].[I-:25].[Na+:15]>>[CH2:1]([CH3:2])[O:3][C:4]([C:5]([CH:6]=[CH2:7])([C:8]([F:9])([F:10])[F:11])[O:12][CH2:18][CH:17]=[CH2:16])=[O:13]. Conditions: temperature -65 celsius, time 30 minute. Procedure: To a −65° C. solution of (S)-3-(2-(4-(5-bromo-2-chlorobenzyl)phenoxy)ethoxy)tetrahydrofuran (200 mg, 0.49 mmol) in anhydrous toluene/tetrahydrofuran (6 mL, v/v=2:1) was added dropwise n-butyllithum (2.5 M in hexane, 0.3 mL), and the pale yellow mixture was stirred for 30 min at −65° C. The mixture was transferred to a −65° C. solution of (3R,4S,5R,6R)-3,4,5-tris(trimethylsilyloxy)-6-((trimethylsilyloxy)methyl)tetrahydro-2H-pyran-2-one (280 mg, 0.73 mmol) in toluene (4 mL). The mixture was stirre... As a reaction SMILES: Br[C:2]1[CH:3]=[CH:4][C:5]([Cl:24])=[C:6]([CH:23]=1)[CH2:7][C:8]1[CH:22]=[CH:21][C:11]([O:12][CH2:13][CH2:14][O:15][C@H:16]2[CH2:20][CH2:19][O:18][CH2:17]2)=[CH:10][CH:9]=1.[CH2:25]([Li])CCC.C[Si](C)(C)[O:32][C@@H:33]1[C@@H:38]([O:39][Si](C)(C)C)[C@H:37]([O:44][Si](C)(C)C)[C@@H:36]([CH2:49][O:50][Si](C)(C)C)[O:35][C:34]1=[O:55].CS(O)(=O)=O>C1(C)C=CC=CC=1.O1CCCC1.C1(C)C=CC=CC=1.CO>[Cl:24][C:5]1[CH:4]=[CH:3][C:2]([C:34]2([O:55][CH3:25])[C@H:33]([OH:32])[C@@H:38]([OH:39])[C@H:37]([OH:44])[C@@H:36]([CH2:49][OH:50])[O:35]2)=[CH:23][C:6]=1[CH2:7][C:8]1[CH:22]=[CH:21][C:11]([O:12][CH2:13][CH2:14][O:15][C@H:16]2[CH2:20][CH2:19][O:18][CH2:17]2)=[CH:10][CH:9]=1 |f:4.5|. Solvent: C1(=CC=CC=C1)C.O1CCCC1 (toluene tetrahydrofuran), CO (methanol), C1(=CC=CC=C1)C (toluene). Product: ClC1=C(C=C(C=C1)C1(O[C@@H]([C@H]([C@@H]([C@H]1O)O)O)CO)OC)CC1=CC=C(C=C1)OCCO[C@@H]1COCC1 ((3R,4S,5S,6R)-2-(4-chloro-3-(4-(2-((S)-tetrahydrofuran-3-yloxy)ethoxy)benzyl)phenyl)-6-(hydroxymethyl)-2-methoxytetrahydro-2H-pyran-3,4,5-triol). The reactants are BrC=1C=CC(=C(CC2=CC=C(OCCO[C@@H]3COCC3)C=C2)C1)Cl ((S)-3-(2-(4-(5-bromo-2-chlorobenzyl)phenoxy)ethoxy)tetrahydrofuran), C(CCC)[Li] (n-butyllithum), CS(=O)(=O)O (methanesulfonic acid), C[Si](O[C@H]1C(O[C@@H]([C@H]([C@@H]1O[Si](C)(C)C)O[Si](C)(C)C)CO[Si](C)(C)C)=O)(C)C ((3R,4S,5R,6R)-3,4,5-tris(trimethylsilyloxy)-6-((trimethylsilyloxy)methyl)tetrahydro-2H-pyran-2-one). Reactants: CCOC(=O)c1nc(C)cs1, CC#N, O=C1CCC(=O)N1Br. Yields the product CCOC(=O)c1nc(C)c(Br)s1. Reaction SMILES: [CH2:1]([CH3:2])[O:3][C:4](=[O:5])[c:6]1[s:7][cH:8][c:9]([CH3:11])[n:10]1.[CH3:20][C:21]#[N:22].[O:12]=[C:13]1[N:14]([Br:19])[C:15](=[O:16])[CH2:17][CH2:18]1>>[CH2:1]([CH3:2])[O:3][C:4](=[O:5])[c:6]1[s:7][c:8]([Br:19])[c:9]([CH3:11])[n:10]1. Starting materials: CC(C)(C)OC(=O)NCCBr, O=c1ccc(Cl)n[nH]1, ClCCl, [K+], [K+], [Na+], O=C([O-])[O-], O=C([O-])O, CN(C)C=O. Yields the product CC(C)(C)OC(=O)NCCn1nc(Cl)ccc1=O. Reaction SMILES: [Br:9][CH2:10][CH2:11][NH:12][C:13]([O:14][C:15]([CH3:16])([CH3:17])[CH3:18])=[O:19].[Cl:1][c:2]1[cH:3][cH:4][c:5](=[O:8])[nH:6][n:7]1.[Cl:36][CH2:37][Cl:38].[K+:20].[K+:21].[Na+:30].[O-:22][C:23]([O-:24])=[O:25].[O-:26][C:27]([OH:28])=[O:29].[O:31]=[CH:32][N:33]([CH3:34])[CH3:35]>>[Cl:1][c:2]1[cH:3][cH:4][c:5](=[O:8])[n:6]([CH2:10][CH2:11][NH:12][C:13]([O:14][C:15]([CH3:16])([CH3:17])[CH3:18])=[O:19])[n:7]1. The reactants are CCO, CCOC(=O)CSC1CCCC1, [K+], [OH-]. Product: O=C(O)CSC1CCCC1. RXN SMILES: [CH3:15][CH2:16][OH:17].[CH:3]1([S:8][CH2:9][C:10](=[O:11])[O:12][CH2:13][CH3:14])[CH2:4][CH2:5][CH2:6][CH2:7]1.[K+:2].[OH-:1]>>[CH:3]1([S:8][CH2:9][C:10](=[O:11])[OH:12])[CH2:4][CH2:5][CH2:6][CH2:7]1. Starting materials: CCOc1ncc2c(=O)c3ccc([N+](=O)[O-])n3c3cccc1c23, CN(C)C=O, NCCNCCO. Reaction SMILES: [CH2:8]([O:9][c:11]1[n:12][cH:13][c:14]2[c:15]3[c:16]([cH:17][cH:18][cH:19][c:20]13)[n:21]1[c:22]([N+:28](=[O:29])[O-:30])[cH:23][cH:24][c:25]1[c:26]2=[O:27])[CH3:10].[CH3:31][N:32]([CH3:33])[CH:34]=[O:35].[OH:1][CH2:2][CH2:3][NH:4][CH2:5][CH2:6][NH2:7]>>[OH:1][CH2:2][CH2:3][NH:4][CH2:5][CH2:6][NH:7][c:11]1[n:12][cH:13][c:14]2[c:15]3[c:16]([cH:17][cH:18][cH:19][c:20]13)[n:21]1[c:22]([N+:28](=[O:29])[O-:30])[cH:23][cH:24][c:25]1[c:26]2=[O:27]. Product: O=c1c2cnc(NCCNCCO)c3cccc(c32)n2c([N+](=O)[O-])ccc12. Reactants: Compound 1E, C(CO)O (ethylene glycol), ClC(C(=O)Cl)C (2-chloropropanoyl chloride). Run in C(C)OCC (diethyl ether), CCOCC (ether). Reaction conditions: temperature 65 celsius. Product: OCCOC(C(C)Cl)=O (2-hydroxyethyl-2-chloropropanoate). Isolated yield 71.7%. As a reaction SMILES: [CH2:1]([OH:4])[CH2:2][OH:3].[Cl:5][CH:6]([CH3:10])[C:7](Cl)=[O:8]>C(OCC)C>[OH:3][CH2:2][CH2:1][O:4][C:7](=[O:8])[CH:6]([Cl:5])[CH3:10]. Reported procedure: The compound depicted in FIG. 1E (hereinafter "Compound 1E" was made as follows: ethylene glycol (310.0 g, 5.00 moles) was heated to 60° C. before beginning the dropwise addition of 2-chloropropanoyl chloride (127.0 g, 1.00 mole) dissolved in 300 ml of anhydrous diethyl ether. The reaction was exothermic and the temperature rose to 65° C. The ether was allowed to boil off throughout the reaction. The reaction was heated to maintain 65° C. throughout the latter part of the addition and for 30 min... Starting materials: [H][H] (hydrogen), C(C)(=O)N1C=C(C(=C1)C1=C(C(=CC=C1)Cl)Cl)C(F)(F)F (N-acetyl-4-(2,3-dichlorophenyl)-3-trifluoromethylpyrrole), [OH-].[Na+] (sodium hydroxide), [H-].[Al+3].[Li+].[H-].[H-].[H-] (lithium aluminium hydride). The solvent is C(C)OCC (diethyl ether). Reaction conditions: temperature 0 celsius, time 1 hour. Yields the product FC(C1=CNC=C1C1=C(C(=CC=C1)Cl)Cl)(F)F (3-trifluoromethyl-4-(2,3-dichlorophenyl)pyrrole). As a reaction SMILES: C([N:4]1[CH:8]=[C:7]([C:9]2[CH:14]=[CH:13][CH:12]=[C:11]([Cl:15])[C:10]=2[Cl:16])[C:6]([C:17]([F:20])([F:19])[F:18])=[CH:5]1)(=O)C.[H-].[Al+3].[Li+].[H-].[H-].[H-].[OH-].[Na+].[H][H]>C(OCC)C>[F:20][C:17]([F:18])([F:19])[C:6]1[C:7]([C:9]2[CH:14]=[CH:13][CH:12]=[C:11]([Cl:15])[C:10]=2[Cl:16])=[CH:8][NH:4][CH:5]=1 |f:1.2.3.4.5.6,7.8|. Procedure details: 29.0 g of N-acetyl-4-(2,3-dichlorophenyl)-3-trifluoromethylpyrrole are dissolved in 500 ml of diethyl ether. This solution is subsequently cooled to 0° C., and to it are added portionwise 13.7 g of lithium aluminium hydride. The mixture is afterwards stirred for 1 hour, and there are then added dropwise at 5° C. 55 ml of 4% sodium hydroxide solution, in the course of which elementary hydrogen is given off, and the mixture is subsequently stirred for a further hour at room temperature. The mixtur...